This data is from the Open Reaction Database (ORD), a public repository of structured organic reaction records. The task is: describe an organic reaction: reactants, conditions, products, and yield Starting materials: CC(C)(C)[Si](OC1CN(C(c2ccccc2)c2ccccc2)C1)(c1ccccc1)c1ccccc1, CC(Cl)OC(=O)Cl. Yields the product CC(C)(C)[Si](OC1CNC1)(c1ccccc1)c1ccccc1. Reaction SMILES: [CH:1]([c:2]1[cH:3][cH:4][cH:5][cH:6][cH:7]1)([c:8]1[cH:9][cH:10][cH:11][cH:12][cH:13]1)[N:14]1[CH2:15][CH:16]([O:18][Si:19]([c:20]2[cH:21][cH:22][cH:23][cH:24][cH:25]2)([c:26]2[cH:27][cH:28][cH:29][cH:30][cH:31]2)[C:32]([CH3:33])([CH3:34])[CH3:35])[CH2:17]1.[Cl:36][CH:37]([O:38][C:39]([Cl:40])=[O:41])[CH3:42]>>[NH:14]1[CH2:15][CH:16]([O:18][Si:19]([c:20]2[cH:21][cH:22][cH:23][cH:24][cH:25]2)([c:26]2[cH:27][cH:28][cH:29][cH:30][cH:31]2)[C:32]([CH3:33])([CH3:34])[CH3:35])[CH2:17]1. Reactants: ( 0.19 ), Cl (hydrochloric acid), C(C)OC(C(CCN1C=2N=C(NC(C2N=C1)=O)N)O)=O (4-(2-amino-1,6-dihydro-6-oxopurin-9-yl)-2-hydroxybutyric acid ethyl ester), ( 0.56 ), ( 1.0 ), ( 0.43 ), [BH4-].[Na+] (sodium borohydride), Cl (Hydrochloric acid), ( 0.11 ). Solvent: C(C)(C)O (iso-propanol). Yields the product OC(CCN1C=2N=C(NC(C2N=C1)=O)N)CO (9-(3,4-dihydroxybutyl)guanine). As a reaction SMILES: C([O:3][C:4](=O)[CH:5]([OH:19])[CH2:6][CH2:7][N:8]1[CH:16]=[N:15][C:14]2[C:13](=[O:17])[NH:12][C:11]([NH2:18])=[N:10][C:9]1=2)C.[BH4-].[Na+].Cl>C(O)(C)C>[OH:19][CH:5]([CH2:4][OH:3])[CH2:6][CH2:7][N:8]1[CH:16]=[N:15][C:14]2[C:13](=[O:17])[NH:12][C:11]([NH2:18])=[N:10][C:9]1=2 |f:1.2|. Procedure: To a suspension of ethyl 4-(2-amino-1,6-dihydro-6-oxopurin-9-yl)-2-hydroxybutyrate (prepared according to Example 4) in iso-propanol was added an excess of sodium borohydride and the mixture was refluxed over night (at least 8 hours). Hydrochloric acid was added until a clear solution was obtained (neutral pH). After removal of the solvent the residue was dissolved in a minimum amount of boiling water and kept at 0° C. for a couple of hours. The solid was filtered off. The filtrate was evaporate... Starting materials: C(C)OC(C(CC1=C(C=CC=C1)[N+](=O)[O-])C1=CC=CC=C1)OCC (1-(3,3-Diethoxy-2-phenylpropyl)-2-nitrobenzene). Reagents/catalysts: [Pd] (Pd/C). Solvent: C(C)(=O)O (acetic acid). Product: C(C)OC(C(CC1=C(C=CC=C1)N)C1=CC=CC=C1)OCC.C(C)(=O)[O-] ([2-(3,3-Diethoxy-2-phenylpropyl)phenyl]amine acetate). RXN SMILES: [CH2:1]([O:3][CH:4]([O:22][CH2:23][CH3:24])[CH:5]([C:16]1[CH:21]=[CH:20][CH:19]=[CH:18][CH:17]=1)[CH2:6][C:7]1[CH:12]=[CH:11][CH:10]=[CH:9][C:8]=1[N+:13]([O-])=O)[CH3:2]>C(O)(=O)C.[Pd]>[CH2:23]([O:22][CH:4]([O:3][CH2:1][CH3:2])[CH:5]([C:16]1[CH:21]=[CH:20][CH:19]=[CH:18][CH:17]=1)[CH2:6][C:7]1[CH:12]=[CH:11][CH:10]=[CH:9][C:8]=1[NH2:13])[CH3:24].[C:4]([O-:22])(=[O:3])[CH3:5] |f:3.4|. Reported procedure: A solution of 1-(3,3-diethoxy-2-phenylpropyl)-2-nitrobenzene (11.74 g, 30.5 mmol) (79a) in acetic acid (30 mL) was hydrogenated under hydrogen atmosphere (40 psi) in the presence of Pd/C (100 mg) for 16 h. At the end of this period the reaction mixture was filtered through a pad of diatomaceous earth and the pad was washed with acetic acid. Upon concentration under reduced pressure the title compound was obtained (11.36 g). 1H NMR (300 MHz, CDCl3) δ 0.86 (t, 3H, J=10 Hz), 1.30 (t, 3H, J=7 Hz), 2...